Task: describe an organic reaction: reactants, conditions, products, and yield. Dataset: the Open Reaction Database (ORD), a public repository of structured organic reaction records Starting materials: EtOAc hexanes, C(\C=C\C)=O (crotonaldehyde), C(\C=C\C)=O (crotonaldehyde), N1C=CC2=CC=CC=C12 (indole), [N+](=O)([O-])C1=C(C(=O)O)C=CC(=C1)[N+](=O)[O-] (2,4-dinitrobenzoic acid), C(C1=CC=CC=C1)[C@H]1C(N([C@H](N1)C(C)(C)C)C)=O ((2S,5S)-5-benzyl-2-tert-butyl-3-methyl-imidazolidin-4-one). Solvent: C(Cl)Cl (CH2Cl2), C(C)(C)O (isopropanol). Run at time 3 hour. The product is N1C=C(C2=CC=CC=C12)[C@@H](CC=O)C ((R)-3-(1H-Indol-3-yl)-butanal). Isolated yield 71.8%. RXN SMILES: [CH:1](=[O:5])/[CH:2]=[CH:3]/[CH3:4].[NH:6]1[C:14]2[C:9](=[CH:10][CH:11]=[CH:12][CH:13]=2)[CH:8]=[CH:7]1.[N+](C1C=C([N+]([O-])=O)C=CC=1C(O)=O)([O-])=O.C([C@@H]1N[C@H](C(C)(C)C)N(C)C1=O)C1C=CC=CC=1>C(Cl)Cl.C(O)(C)C>[NH:6]1[C:14]2[C:9](=[CH:10][CH:11]=[CH:12][CH:13]=2)[C:8]([C@H:3]([CH3:4])[CH2:2][CH:1]=[O:5])=[CH:7]1. Procedure details: Prepared according to general procedure from crotonaldehyde (100 μL, 1.25 mmol), indole (146 mg, 1.25 mmol), 2,4-dinitrobenzoic acid (53 mg, 0.25 mmol) and (2S,5S)-5-benzyl-2-tert-butyl-3-methyl-imidazolidin-4-one (62 mg, 0.25 mmol) in CH2Cl2 (2.25 mL) and isopropanol (0.25 mL) at −60° C. for 19 h at which time an additional 30 μL (0.36 mmol) of crotonaldehyde was added. The reaction was allowed to continue stirring for an additional 3 h to provide, after silica gel chromatography (20:80 EtOAc/h... The reactants are ClCC=1C=NC=CC1 (3-chloromethylpyridine), [H-].[Na+] (sodium hydride), CN(C=O)C (N,N-dimethylformamide), FC1=C(C=CC=C1)C1=NC(C(NC2=C1C=CC=C2)=O)N2C(C=1C(C2=O)=CC=CC1)=O ((3RS)-2,3-dihydro-5-(2-fluorophenyl)-3-phthalimido-1 H-1,4-benzodiazepin-2-one), [I-].[Na+] (sodium iodide), resultant mixture. Solvent: C(C)(=O)O (acetic acid), O (water). Reaction conditions: time 1 hour. Yields the product FC1=C(C=CC=C1)C1=NC(C(N(C2=C1C=CC=C2)C=2C=NC=CC2)=O)(N2C(C=1C(C2=O)=CC=CC1)=O)C ((3RS)-2,3-dihydro-5-(2-fluorophenyl)-3-phthalimido-1-(pyridin-3-yl)-methyl-1H -1,4-benzodiazepin-2-one). Reaction SMILES: [H-].[Na+].[F:3][C:4]1[CH:9]=[CH:8][CH:7]=[CH:6][C:5]=1[C:10]1[C:16]2[CH:17]=[CH:18][CH:19]=[CH:20][C:15]=2[NH:14][C:13](=[O:21])[CH:12]([N:22]2[C:26](=[O:27])[C:25]3=[CH:28][CH:29]=[CH:30][CH:31]=[C:24]3[C:23]2=[O:32])[N:11]=1.[I-].[Na+].ClC[C:37]1[CH:38]=[N:39][CH:40]=[CH:41][CH:42]=1.[CH3:43]N(C)C=O>O.C(O)(=O)C>[F:3][C:4]1[CH:9]=[CH:8][CH:7]=[CH:6][C:5]=1[C:10]1[C:16]2[CH:17]=[CH:18][CH:19]=[CH:20][C:15]=2[N:14]([C:37]2[CH:38]=[N:39][CH:40]=[CH:41][CH:42]=2)[C:13](=[O:21])[C:12]([CH3:43])([N:22]2[C:23](=[O:32])[C:24]3=[CH:31][CH:30]=[CH:29][CH:28]=[C:25]3[C:26]2=[O:27])[N:11]=1 |f:0.1,3.4|. Procedure details: To a suspension of sodium hydride (0.32 g of a 60% dispersion in mineral oil) in N,N-dimethylformamide (30 ml) was added gradually (3RS)-2,3-dihydro-5-(2-fluorophenyl)-3-phthalimido-1 H-1,4-benzodiazepin-2-one (2.87 g) under nitrogen atmosphere at cooling in an ice-bath. The mixture was stirred under the same condition for 0.5 hour and at ambient temperature for 1 hour. The mixture was cooled in an ice-bath and a sodium iodide (1.18 g) was added thereto in one portion. To the mixture was added d... The reactants are C, CO, COC(=O)c1cc2c(nc1Cl)CCCCC2, [H][H], [Pd]. Yields the product COC(=O)c1cnc2c(c1)CCCCC2. As a reaction SMILES: [C:21].[CH3:19][OH:20].[Cl:3][c:4]1[c:5]([C:15](=[O:16])[O:17][CH3:18])[cH:6][c:7]2[c:8]([n:9]1)[CH2:10][CH2:11][CH2:12][CH2:13][CH2:14]2.[H:1][H:2].[Pd:22]>>[cH:4]1[c:5]([C:15](=[O:16])[O:17][CH3:18])[cH:6][c:7]2[c:8]([n:9]1)[CH2:10][CH2:11][CH2:12][CH2:13][CH2:14]2. Starting materials: C(C1=CC=CC=C1)OC(=O)N[C@@H]1C(N(CCC1)C1CCN(CC1)C(=O)OC(C)(C)C)=O ((S)-tert-butyl 3-(benzyloxycarbonylamino)-2-oxo-1,4′-bipiperidine-1′-carboxylate), C(Cl)Cl (CH2Cl2), Cl (HCl), O1CCOCC1 (dioxane). The solvent is CO (methanol). Run at time 8 hour. Product: Cl.O=C1N(CCC[C@@H]1NC(OCC1=CC=CC=C1)=O)C1CCNCC1 ((S)-benzyl 2-oxo-1,4′-bipiperidin-3-ylcarbamate hydrochloride). The yield is 100.0%. RXN SMILES: [CH2:1]([O:8][C:9]([NH:11][C@H:12]1[CH2:17][CH2:16][CH2:15][N:14]([CH:18]2[CH2:23][CH2:22][N:21](C(OC(C)(C)C)=O)[CH2:20][CH2:19]2)[C:13]1=[O:31])=[O:10])[C:2]1[CH:7]=[CH:6][CH:5]=[CH:4][CH:3]=1.C(Cl)[Cl:33].Cl.O1CCOCC1>CO>[ClH:33].[O:31]=[C:13]1[C@@H:12]([NH:11][C:9](=[O:10])[O:8][CH2:1][C:2]2[CH:7]=[CH:6][CH:5]=[CH:4][CH:3]=2)[CH2:17][CH2:16][CH2:15][N:14]1[CH:18]1[CH2:23][CH2:22][NH:21][CH2:20][CH2:19]1 |f:5.6|. Procedure details: A flask was charged with (S)-tert-butyl 3-(benzyloxycarbonylamino)-2-oxo-1,4′-bipiperidine-1′-carboxylate (Example 39, Steps A-B; 5.0 g, 12 mmol), CH2Cl2 (50 mL), and methanol (5 mL), 4N HCl in dioxane (29 mL, 116 mmol) was added and the reaction stirred overnight. The reaction was concentrated to afford crude (S)-benzyl 2-oxo-1,4′-bipiperidin-3-ylcarbamate hydrochloride (4.3 g, 100%) which was taken forward without further purification. Reactants: O1CCC(CC1)OC1=NC=CC=C1N (2-(Tetrahydro-2H-pyran-4-yloxy)pyridin-3-amine), ClC=1C2=C(N=CN1)SC(=C2C)C(=O)OC (methyl 4-chloro-5-methylthieno[2,3-d]pyrimidine-6-carboxylate), C1(=CC=C(C=C1)S(=O)(=O)O)C (para-toluene sulfonic acid), [OH-].[NH4+].O (ammonium hydroxide water). Run in O1CCOCC1 (1,4-dioxane). Product: CC1=C(SC=2N=CN=C(C21)NC=2C(=NC=CC2)OC2CCOCC2)C(=O)OC (methyl 5-methyl-4-(2-(tetrahydro-2H-pyran-4-yloxy)pyridin-3-ylamino)thieno[2,3-d]pyrimidine-6-carboxylate). Isolated yield 47.2%. RXN SMILES: [O:1]1[CH2:6][CH2:5][CH:4]([O:7][C:8]2[C:13]([NH2:14])=[CH:12][CH:11]=[CH:10][N:9]=2)[CH2:3][CH2:2]1.Cl[C:16]1[C:17]2[C:24]([CH3:25])=[C:23]([C:26]([O:28][CH3:29])=[O:27])[S:22][C:18]=2[N:19]=[CH:20][N:21]=1.C1(C)C=CC(S(O)(=O)=O)=CC=1.[OH-].[NH4+].O>O1CCOCC1>[CH3:25][C:24]1[C:17]2[C:16]([NH:14][C:13]3[C:8]([O:7][CH:4]4[CH2:5][CH2:6][O:1][CH2:2][CH2:3]4)=[N:9][CH:10]=[CH:11][CH:12]=3)=[N:21][CH:20]=[N:19][C:18]=2[S:22][C:23]=1[C:26]([O:28][CH3:29])=[O:27] |f:3.4.5|. Procedure: 2-(Tetrahydro-2H-pyran-4-yloxy)pyridin-3-amine (0.99 g, 5.10 mmol), methyl 4-chloro-5-methylthieno[2,3-d]pyrimidine-6-carboxylate (1.237 g, 5.10 mmol) and para-toluene sulfonic acid (0.097 g, 0.51 mmol) were heated at reflux in anhydrous 1,4-dioxane (20 mL) for 16 hours. The solution was cooled to ambient temperature and poured into a stirred solution of ammonium hydroxide/water (1:4). The precipitate was filtered off, washed with water, diethyl ether and dried. The product was purified by rever...